This data is from the Open Reaction Database (ORD), a public repository of structured organic reaction records. The task is: describe an organic reaction: reactants, conditions, products, and yield Starting materials: C(=O)(O)C1=CC=C(C=O)C=C1 (4-carboxybenzaldehyde), N1CCCCC1 (piperidine), N,N'-carbonyldiimidazole, O1CCCC1 (tetrahydrofuran). The solvent is O (Water). Run at time 1 hour. The product is N1(CCCCC1)C(=O)C1=CC=C(C=O)C=C1 (p-piperidinocarbonylbenzaldehyde). As a reaction SMILES: [C:1]([C:4]1[CH:11]=[CH:10][C:7]([CH:8]=[O:9])=[CH:6][CH:5]=1)([OH:3])=O.O1CCCC1.[NH:17]1[CH2:22][CH2:21][CH2:20][CH2:19][CH2:18]1>O>[N:17]1([C:1]([C:4]2[CH:11]=[CH:10][C:7]([CH:8]=[O:9])=[CH:6][CH:5]=2)=[O:3])[CH2:22][CH2:21][CH2:20][CH2:19][CH2:18]1. Reported procedure: A mixture of 12.0 g. of 4-carboxybenzaldehyde, 13.6 g. of N,N'-carbonyldiimidazole and 100 ml. of tetrahydrofuran is allowed to stand for one hour, then 9.4 ml. of piperidine is added. The reaction mixture is allowed to stand for 18 hours, then heated at reflux temperature for one hour. Water is added and the solvent is distilled off. Methylene chloride is added and the solution is washed with 25 ml. of concentrated hydrochloric acid, then with water then is dried over magnesium sulfate. The mot... The reactants are ClC=1C=C(C=O)C=C(C1O)Cl (3,5-dichloro-4-hydroxybenzaldehyde), C(C=C)N (allylamine). Product: C(C=C)NCC1=CC(=C(C(=C1)Cl)O)Cl (4-[(Allylamino)methyl]-2,6-dichlorophenol). Reaction SMILES: [Cl:1][C:2]1[CH:3]=[C:4]([CH:7]=[C:8]([Cl:11])[C:9]=1[OH:10])[CH:5]=O.[CH2:12]([NH2:15])[CH:13]=[CH2:14]>>[CH2:12]([NH:15][CH2:5][C:4]1[CH:3]=[C:2]([Cl:1])[C:9]([OH:10])=[C:8]([Cl:11])[CH:7]=1)[CH:13]=[CH2:14]. Reported procedure: Prepared from 3,5-dichloro-4-hydroxybenzaldehyde and allylamine using the method of preparation 90 to give the title compound as a colourless oil. Starting materials: CC(C)(CO)NC(=O)c1ccc(F)cc1Cl, O=S(Cl)Cl. The product is CC1(C)COC(c2ccc(F)cc2Cl)=N1. As a reaction SMILES: [Cl:1][c:2]1[c:3]([C:4](=[O:5])[NH:6][C:7]([CH2:8][OH:9])([CH3:10])[CH3:11])[cH:12][cH:13][c:14]([F:16])[cH:15]1.[S:17]([Cl:18])([Cl:19])=[O:20]>>[Cl:1][c:2]1[c:3]([C:4]2=[N:6][C:7]([CH3:10])([CH3:11])[CH2:8][O:9]2)[cH:12][cH:13][c:14]([F:16])[cH:15]1. Reactants: [N+](=O)([O-])C1=CC=C(OC(C(=O)OC)(C)C)C=C1 (methyl 2-(4-nitrophenoxy)isobutyrate), Cl (HCl), O (water), [OH-].[Na+] (sodium hydroxide). Solvent: CO (methanol). Conditions: time 30 minute. Yields the product [N+](=O)([O-])C1=CC=C(OC(C(=O)O)(C)C)C=C1 (2-(4-nitrophenoxy)isobutyric acid). Reaction SMILES: [N+:1]([C:4]1[CH:17]=[CH:16][C:7]([O:8][C:9]([CH3:15])([CH3:14])[C:10]([O:12]C)=[O:11])=[CH:6][CH:5]=1)([O-:3])=[O:2].O.[OH-].[Na+].Cl>CO>[N+:1]([C:4]1[CH:5]=[CH:6][C:7]([O:8][C:9]([CH3:15])([CH3:14])[C:10]([OH:12])=[O:11])=[CH:16][CH:17]=1)([O-:3])=[O:2] |f:2.3|. Procedure details: To a solution of methyl 2-(4-nitrophenoxy)isobutyrate (49) was in methanol (50 mL) and water (50 mL) was added sodium hydroxide (5 g) at room temperature. The solution was stirred at room temperature for 30 min, then acidified with 1N HCl aqueous to pH ˜3. The aqueous solution was extracted with ethyl acetate (2×100 mL). The organic layers were combined, dried over anhydrous sodium sulfate and solvent was removed under a reduced pressure to give 2-(4-nitrophenoxy)isobutyric acid (50). Reactants: C(C)(=O)S[C@H]1C[C@H](N(C1)C)C(=O)OC (methyl (2S,4S)-4-acetylthio-1-methyl-2-pyrrolidinecarboxylate), Cl (hydrochloric acid). The solvent is O (water). Run at temperature 2.5 celsius, time 1 hour. The product is Cl.S[C@H]1C[C@H](N(C1)C)C(=O)O ((2S, 4S)-4-mercapto-1-methyl-2-pyrrolidinecarboxylic acid hydrochloride). Isolated yield 94.5%. RXN SMILES: C([S:4][C@@H:5]1[CH2:9][N:8]([CH3:10])[C@H:7]([C:11]([O:13]C)=[O:12])[CH2:6]1)(=O)C.[ClH:15]>O>[ClH:15].[SH:4][C@@H:5]1[CH2:9][N:8]([CH3:10])[C@H:7]([C:11]([OH:13])=[O:12])[CH2:6]1 |f:3.4|. Procedure: A mixed solution of methyl (2S,4S)-4-acetylthio-1-methyl-2-pyrrolidinecarboxylate (10.7 g), concentrated hydrochloric acid (14.9 g) and water (16 mL) was stirred at from 75 to 85° C. for 5 hours. After completion of the reaction, the water in the reaction mixture was removed by distillation under reduced pressure. Acetic acid (10 mL) and ethyl acetate (20 mL) were added to the residue, which was stirred at from 0 to 5° C. for 1 hour. The crystals which precipitated were collected by filtration t... Reactants: O (water), [H-].[Na+] (Sodium hydride), C(CC(=O)OCC)(=O)OCC (diethyl malonate), BrCC(CC=1C=C2C(=CC1)N(CC21CN(CC1)C(=O)OC(C)(C)C)C(=O)OCC[Si](C)(C)C)CBr (1-(2-(trimethylsilyl)ethyl) 1′-tert-butyl 5-(3-bromo-2-(bromomethyl)propyl)spiro[indoline-3,3′-pyrrolidine]-1,1′-dicarboxylate). Run in CN(C=O)C (N,N-dimethylformamide), CN(C=O)C (N,N-dimethylformamide). Conditions: temperature 100 celsius, time 30 minute. Yields the product C(C)OC(=O)C1(CC(C1)CC=1C=C2C(=CC1)N(CC21CN(CC1)C(=O)OC(C)(C)C)C(=O)OCC[Si](C)(C)C)C(=O)OCC (1-(2-(trimethylsilyl)ethyl) 1′-tert-butyl 5-((3,3-bis(ethoxycarbonyl)cyclobutyl)methyl)spiro[indoline-3,3′-pyrrolidine]-1,1′-dicarboxylate). Yield: 41.2%. Reaction SMILES: [H-].[Na+].[C:3]([O:11][CH2:12][CH3:13])(=[O:10])[CH2:4][C:5]([O:7][CH2:8][CH3:9])=[O:6].Br[CH2:15][CH:16]([CH2:47]Br)[CH2:17][C:18]1[CH:19]=[C:20]2[C:26]3([CH2:30][CH2:29][N:28]([C:31]([O:33][C:34]([CH3:37])([CH3:36])[CH3:35])=[O:32])[CH2:27]3)[CH2:25][N:24]([C:38]([O:40][CH2:41][CH2:42][Si:43]([CH3:46])([CH3:45])[CH3:44])=[O:39])[C:21]2=[CH:22][CH:23]=1.O>CN(C)C=O>[CH2:12]([O:11][C:3]([C:4]1([C:5]([O:7][CH2:8][CH3:9])=[O:6])[CH2:15][CH:16]([CH2:17][C:18]2[CH:19]=[C:20]3[C:26]4([CH2:30][CH2:29][N:28]([C:31]([O:33][C:34]([CH3:37])([CH3:36])[CH3:35])=[O:32])[CH2:27]4)[CH2:25][N:24]([C:38]([O:40][CH2:41][CH2:42][Si:43]([CH3:45])([CH3:46])[CH3:44])=[O:39])[C:21]3=[CH:22][CH:23]=2)[CH2:47]1)=[O:10])[CH3:13] |f:0.1|. Reported procedure: Sodium hydride (10.0 mg, 0.21 mmol) was dissolved in N,N-dimethylformamide (1 mL). Thereafter, diethyl malonate (13.0 μL, 0.086 mmol) was added to the above obtained solution under cooling on ice, and the thus obtained mixture was then stirred at 100° C. for 30 minutes. Thereafter, an N,N-dimethylformamide (0.5 mL) solution of 1-(2-(trimethylsilyl)ethyl) 1′-tert-butyl 5-(3-bromo-2-(bromomethyl)propyl)spiro[indoline-3,3′-pyrrolidine]-1,1′-dicarboxylate (51.1 mg, 0.080 mmol) was further added to t...